This data is from the Open Reaction Database (ORD), a public repository of structured organic reaction records. The task is: describe an organic reaction: reactants, conditions, products, and yield The reactants are ClC(=O)OCC1=CC=CC=C1 (Benzyl chloroformate), NCCC1=CNC2=CC=C(C=C12)S(=O)(=O)NC1=CC=C(C=C1)OCC (3-(2-Aminoethyl)-N-(4-ethoxyphenyl)-1H-indole-5-sulphonamide). Solvent: C(C)(=O)OCC (ethyl acetate), C([O-])([O-])=O.[Na+].[Na+] (sodium carbonate). Reaction conditions: time 1 hour. Product: C(C)OC1=CC=C(C=C1)NS(=O)(=O)C=1C=C2C(=CNC2=CC1)CCNC(OCC1=CC=CC=C1)=O (Phenylmethyl [2-[5-[[(4-ethoxyphenyl)amino]sulphonyl]-1H-indol-3-yl]ethyl]carbamate). As a reaction SMILES: Cl[C:2]([O:4][CH2:5][C:6]1[CH:11]=[CH:10][CH:9]=[CH:8][CH:7]=1)=[O:3].[NH2:12][CH2:13][CH2:14][C:15]1[C:23]2[C:18](=[CH:19][CH:20]=[C:21]([S:24]([NH:27][C:28]3[CH:33]=[CH:32][C:31]([O:34][CH2:35][CH3:36])=[CH:30][CH:29]=3)(=[O:26])=[O:25])[CH:22]=2)[NH:17][CH:16]=1>C(OCC)(=O)C.C(=O)([O-])[O-].[Na+].[Na+]>[CH2:35]([O:34][C:31]1[CH:32]=[CH:33][C:28]([NH:27][S:24]([C:21]2[CH:22]=[C:23]3[C:18](=[CH:19][CH:20]=2)[NH:17][CH:16]=[C:15]3[CH2:14][CH2:13][NH:12][C:2](=[O:3])[O:4][CH2:5][C:6]2[CH:11]=[CH:10][CH:9]=[CH:8][CH:7]=2)(=[O:26])=[O:25])=[CH:29][CH:30]=1)[CH3:36] |f:3.4.5|. Procedure details: Benzyl chloroformate (1.55 ml) was added portionwise to a stirred solution of the product of Example 4 (4.3 g) in a mixture of ethyl acetate (100 ml) and sodium carbonate (2 N, 100 ml) and the resulting mixture stirred at room temperature for 1 h. The aqueous layer was extracted with ethyl acetate (100 ml), the organic extracts combined, washed with hydrochloric acid (1 N, 100 ml), sodium carbonate (2 N, 100 ml) dried (MgSO4) and evaporated in vacuo to give an oil. The oil was purified by flash ... Starting materials: CC(C)(C)OC(=O)Cn1ccc2ccc(O)cc21, CCCCP(CCCC)CCCC, Cc1nc(-c2ccc(C(F)(F)F)cc2)ccc1CO, C1CCOC1. Product: Cc1nc(-c2ccc(C(F)(F)F)cc2)ccc1COc1ccc2ccn(CC(=O)OC(C)(C)C)c2c1. RXN SMILES: [C:1]([CH3:2])([CH3:3])([CH3:4])[O:5][C:6]([CH2:7][n:8]1[cH:9][cH:10][c:11]2[cH:12][cH:13][c:14]([OH:17])[cH:15][c:16]12)=[O:18].[CH2:38]([P:39]([CH2:40][CH2:41][CH2:42][CH3:43])[CH2:44][CH2:45][CH2:46][CH3:47])[CH2:48][CH2:49][CH3:50].[CH3:19][c:20]1[n:21][c:22](-[c:28]2[cH:29][cH:30][c:31]([C:34]([F:35])([F:36])[F:37])[cH:32][cH:33]2)[cH:23][cH:24][c:25]1[CH2:26][OH:27].[O:51]1[CH2:52][CH2:53][CH2:54][CH2:55]1>>[C:1]([CH3:2])([CH3:3])([CH3:4])[O:5][C:6]([CH2:7][n:8]1[cH:9][cH:10][c:11]2[cH:12][cH:13][c:14]([O:17][CH2:26][c:25]3[c:20]([CH3:19])[n:21][c:22](-[c:28]4[cH:29][cH:30][c:31]([C:34]([F:35])([F:36])[F:37])[cH:32][cH:33]4)[cH:23][cH:24]3)[cH:15][c:16]12)=[O:18].